Dataset: the Open Reaction Database (ORD), a public repository of structured organic reaction records. Task: describe an organic reaction: reactants, conditions, products, and yield Starting materials: O1C[C@@H](CC1)N([C@H]1CN(CC1)C(=O)OC(C)(C)C)CC1=C(C=CC=C1)C(F)(F)F (1,1-dimethylethyl (3R)-3-((3R)-tetrahydrofuran-3-yl{[2-(trifluoromethyl)phenyl]-methyl}amino)pyrrolidine-1-carboxylate), FC(C(=O)O)(F)F (trifluoroacetic acid), C([C@H](O)[C@@H](O)C(=O)O)(=O)O (L-tartaric acid). Solvent: ClCCl (dichloromethane). Reaction conditions: time 3 hour. Yields the product C(=O)(O)[C@H](O)[C@@H](O)C(=O)O.O1C[C@@H](CC1)N([C@@H]1CNCC1)CC1=C(C=CC=C1)C(F)(F)F ((3S)-N-[(3R)-Tetrahydrofuran-3-yl]-N-{[2-(trifluoromethyl)phenyl]methyl}pyrrolidin-3-amine L-tartrate). Reaction SMILES: [O:1]1[CH2:5][CH2:4][C@@H:3]([N:6]([CH2:19][C:20]2[CH:25]=[CH:24][CH:23]=[CH:22][C:21]=2[C:26]([F:29])([F:28])[F:27])[C@@H:7]2[CH2:11][CH2:10][N:9](C(OC(C)(C)C)=O)[CH2:8]2)[CH2:2]1.FC(F)(F)C(O)=O.[C:37]([OH:46])(=[O:45])[C@@H:38]([C@H:40]([C:42]([OH:44])=[O:43])[OH:41])[OH:39]>ClCCl>[C:42]([C@@H:40]([C@H:38]([C:37]([OH:46])=[O:45])[OH:39])[OH:41])([OH:44])=[O:43].[O:1]1[CH2:5][CH2:4][C@@H:3]([N:6]([CH2:19][C:20]2[CH:25]=[CH:24][CH:23]=[CH:22][C:21]=2[C:26]([F:27])([F:28])[F:29])[C@H:7]2[CH2:11][CH2:10][NH:9][CH2:8]2)[CH2:2]1 |f:4.5|. Procedure: To a stirred solution of 1,1-dimethylethyl (3R)-3-((3R)-tetrahydrofuran-3-yl{[2-(trifluoromethyl)phenyl]-methyl}amino)pyrrolidine-1-carboxylate (0.12 g, 0.29 mmol) in dichloromethane (4 mL) was added trifluoroacetic acid (2 mL). After stirring at room temperature for 3 h the solvent was removed in vacuo and the crude product taken up in methanol. This solution was absorbed onto a cationic ion exchange resin (Isolute™ SCX-2) and the basic components recovered from the column by elution with 2N am...